From a dataset of the Open Reaction Database (ORD), a public repository of structured organic reaction records. describe an organic reaction: reactants, conditions, products, and yield The reactants are C(Br)(Br)(Br)Br (carbon tetrabromide), C(C1=CC=CC=C1)[C@@](C(=O)NNC(C1=CC(=NC(=C1)N(S(=O)(=O)C)C)N(CC1C(C1)C)CCOC)=O)(C)NC(OC(C)(C)C)=O (tert-butyl [(1R)-1-benzyl-2-oxo-(2-{2-{(2-methoxyethyl)[(2-methylcyclopropyl)methyl]amino}-6-[methyl(methylsulfonyl)amino]isonicotinoyl}hydrazino)-1-methylethyl]carbamate), C1(=CC=CC=C1)P(C1=CC=CC=C1)C1=CC=CC=C1 (triphenylphosphine), N1C=NC=C1 (imidazole). The solvent is C(Cl)Cl (DCM). Run at time 16 hour. Product: COCCN(C1=NC(=CC(=C1)C1=NN=C(O1)[C@](CC1=CC=CC=C1)(C)NC(OC(C)(C)C)=O)N(S(=O)(=O)C)C)C[C@H]1[C@@H](C1)C (tert-butyl [(1R)-1-(5-{2-{(2-methoxyethyl)[(trans-2-methylcyclopropyl)methyl]amino}-6-[methyl(methylsulfonyl)amino]pyridin-4-yl}-1,3,4-oxadiazol-2-yl)-1-methyl-2-phenylethyl]carbamate). As a reaction SMILES: [CH2:1]([C@:8]([NH:38][C:39](=[O:45])[O:40][C:41]([CH3:44])([CH3:43])[CH3:42])([CH3:37])[C:9]([NH:11][NH:12][C:13](=[O:36])[C:14]1[CH:19]=[C:18]([N:20]([CH3:25])[S:21]([CH3:24])(=[O:23])=[O:22])[N:17]=[C:16]([N:26]([CH2:32][CH2:33][O:34][CH3:35])[CH2:27][CH:28]2[CH2:30][CH:29]2[CH3:31])[CH:15]=1)=O)[C:2]1[CH:7]=[CH:6][CH:5]=[CH:4][CH:3]=1.C1(P(C2C=CC=CC=2)C2C=CC=CC=2)C=CC=CC=1.N1C=CN=C1.C(Br)(Br)(Br)Br>C(Cl)Cl>[CH3:35][O:34][CH2:33][CH2:32][N:26]([CH2:27][C@@H:28]1[CH2:30][C@H:29]1[CH3:31])[C:16]1[CH:15]=[C:14]([C:13]2[O:36][C:9]([C@@:8]([NH:38][C:39](=[O:45])[O:40][C:41]([CH3:42])([CH3:44])[CH3:43])([CH3:37])[CH2:1][C:2]3[CH:7]=[CH:6][CH:5]=[CH:4][CH:3]=3)=[N:11][N:12]=2)[CH:19]=[C:18]([N:20]([CH3:25])[S:21]([CH3:24])(=[O:23])=[O:22])[N:17]=1. Procedure: To a solution of tert-butyl [(1R)-1-benzyl-2-oxo-(2-{2-{(2-methoxyethyl)[(2-methylcyclopropyl)methyl]amino}-6-[methyl(methylsulfonyl)amino]isonicotinoyl}hydrazino)-1-methylethyl]carbamate (16.2 g, 25 mmol), triphenylphosphine (7.88 g, 30.1 mmol) and imidazole (2.05 g, 30.1 mmol) in DCM (150 mL) cooled to 0° C. was added carbon tetrabromide (9.97 g, 30.1 mmol) and the reaction mixture was stirred at RT for 16 h. The reaction mixture was concentrated in vacuo, and purified by flash chromatography ... Reactants: CNC(=S)NC1=C(C=CC=C1C)N1CCOCC1 (N-methyl-N'-(6-methyl-2-morpholinophenyl)thiourea), CI (methyl iodide). The solvent is CC(=O)C (acetone). Yields the product I.CSC(NC1=C(C=CC=C1C)N1CCOCC1)=NC (2-methyl-1-(6-methyl-2-morpholinophenyl)-3-methyl-2-thiopseudourea hydroiodide). RXN SMILES: [CH3:1][NH:2][C:3]([NH:5][C:6]1[C:11]([CH3:12])=[CH:10][CH:9]=[CH:8][C:7]=1[N:13]1[CH2:18][CH2:17][O:16][CH2:15][CH2:14]1)=[S:4].[CH3:19][I:20]>CC(C)=O>[IH:20].[CH3:19][S:4][C:3](=[N:2][CH3:1])[NH:5][C:6]1[C:11]([CH3:12])=[CH:10][CH:9]=[CH:8][C:7]=1[N:13]1[CH2:14][CH2:15][O:16][CH2:17][CH2:18]1 |f:3.4|. Procedure: A mixture of N-methyl-N'-(6-methyl-2-morpholinophenyl)thiourea (11.5 g), methyl iodide (6.75 g) and acetone (100 ml) was heated under reflux for 2.5 hours to give 2-methyl-1-(6-methyl-2-morpholinophenyl)-3-methyl-2-thiopseudourea hydroiodide (m.p. 187°-188° C.). The reactants are ClC1=CC=C(C=C1)C(C=1C(=NN(C1C)CC1=CC=C(C=C1)OC)C(=O)O)NC1=CN(C(C=C1)=O)C (4-((4-chlorophenyl)(1-methyl-6-oxo-1,6-dihydropyridin-3-ylamino)methyl)-1-(4-methoxybenzyl)-5-methyl-1H-pyrazole-3-carboxylic acid), ClC(=C(C)C)N(C)C (1-chloro-N,N,2-trimethyl-1-propenylamine). Run in C(Cl)Cl (CH2Cl2). Reaction conditions: temperature 0 celsius, time 1 hour. Product: ClC1=CC=C(C=C1)C1N(C(C2=NN(C(=C21)C)CC2=CC=C(C=C2)OC)=O)C2=CN(C(C=C2)=O)C (4-(4-chlorophenyl)-2-(4-methoxybenzyl)-3-methyl-5-(1-methyl-6-oxo-1,6-dihydropyridin-3-yl)-4,5-dihydropyrrolo[3,4-c]pyrazol-6(2H)-one). Yield: 76.4%. As a reaction SMILES: [Cl:1][C:2]1[CH:7]=[CH:6][C:5]([CH:8]([NH:27][C:28]2[CH:33]=[CH:32][C:31](=[O:34])[N:30]([CH3:35])[CH:29]=2)[C:9]2[C:10]([C:24]([OH:26])=O)=[N:11][N:12]([CH2:15][C:16]3[CH:21]=[CH:20][C:19]([O:22][CH3:23])=[CH:18][CH:17]=3)[C:13]=2[CH3:14])=[CH:4][CH:3]=1.ClC(N(C)C)=C(C)C>C(Cl)Cl>[Cl:1][C:2]1[CH:3]=[CH:4][C:5]([CH:8]2[C:9]3[C:10](=[N:11][N:12]([CH2:15][C:16]4[CH:17]=[CH:18][C:19]([O:22][CH3:23])=[CH:20][CH:21]=4)[C:13]=3[CH3:14])[C:24](=[O:26])[N:27]2[C:28]2[CH:33]=[CH:32][C:31](=[O:34])[N:30]([CH3:35])[CH:29]=2)=[CH:6][CH:7]=1. Procedure: To a stirred solution of 4-((4-chlorophenyl)(1-methyl-6-oxo-1,6-dihydropyridin-3-ylamino)methyl)-1-(4-methoxybenzyl)-5-methyl-1H-pyrazole-3-carboxylic acid (Step 1.5) (125 mg, 0.254 mmol) in CH2Cl2 (2 mL) under Ar was added 1-chloro-N,N,2-trimethyl-1-propenylamine (0.047 mL, 0.355 mmol) at 0° C. The reaction mixture was stirred for 1 hr at 0° C., quenched with a saturated aqueous solution of NaHCO3 (75 mL), and extracted with CH2Cl2. The combined organic layers were washed with a saturated aqueo... Reactants: C(C1=CC=CC=C1)OC1=CC2=C(N(CCCC2C(=O)C=2NC3=C(C(=C(C=C3C2)OC)OC)OC)COS(=O)(=O)C)C2=CC=CC=C12 (7-(Benzyloxy)-1-[((methanesulfonyl)oxy)methyl]-5-[(5,6,7-trimethoxyindol-2-yl)carbonyl]-1,2,3,4-tetrahydro-5H-naphtho[1,2-b]azepine). The reagents and catalysts are [Pd] (Pd—C). The product is OC1=CC2=C(N(CCCC2C(=O)C=2NC3=C(C(=C(C=C3C2)OC)OC)OC)COS(=O)(=O)C)C2=CC=CC=C12 (7-Hydroxy-1-[((methanesulfonyl)oxy)methyl]-5-[(5,6,7-trimethoxyindol-2-yl)carbonyl]-1,2,3,4-tetrahydro-5H-naphtho[1,2-b]azepine). As a reaction SMILES: C([O:8][C:9]1[C:46]2[C:41](=[CH:42][CH:43]=[CH:44][CH:45]=2)[C:12]2[N:13]([CH2:35][O:36][S:37]([CH3:40])(=[O:39])=[O:38])[CH2:14][CH2:15][CH2:16][CH:17]([C:18]([C:20]3[NH:21][C:22]4[C:27]([CH:28]=3)=[CH:26][C:25]([O:29][CH3:30])=[C:24]([O:31][CH3:32])[C:23]=4[O:33][CH3:34])=[O:19])[C:11]=2[CH:10]=1)C1C=CC=CC=1>[Pd]>[OH:8][C:9]1[C:46]2[C:41](=[CH:42][CH:43]=[CH:44][CH:45]=2)[C:12]2[N:13]([CH2:35][O:36][S:37]([CH3:40])(=[O:38])=[O:39])[CH2:14][CH2:15][CH2:16][CH:17]([C:18]([C:20]3[NH:21][C:22]4[C:27]([CH:28]=3)=[CH:26][C:25]([O:29][CH3:30])=[C:24]([O:31][CH3:32])[C:23]=4[O:33][CH3:34])=[O:19])[C:11]=2[CH:10]=1. Procedure details: Following the general procedure detailed for 85, 94 (0.024 g, 0.037 mmol, 1 equiv) was treated 10% Pd—C (0.006 g, 0.15 equiv) followed by aqueous HCO2NH4 (0.165 mL, 25% w/v, 18 equiv). Filtration and concentration gave 96 as an analytically pure colorless oil in quantitative yield (0.020 g, 0.020 g theoretical): 1H NMR (500 MHz, acetone-d6) major rotamer δ 10.17 (s, 1H), 9.20 (s, 1H), 8.37-8.34 (m, 2H), 7.68-7.56 (m, 2H), 6.66 (s, 1H), 6.51 (s, 1H), 5.42 (s, 1H), 5.23-5.22 (m, 1H), 4.95-4.92 (m,... Reactants: O=C([O-])[O-], CC#N, CNc1nc(SC)ncc1CNc1cc([N+](=O)[O-])ccc1Cl, [K+], [K+]. Product: CSc1ncc2c(n1)N(C)C(=O)N(c1cc([N+](=O)[O-])ccc1Cl)C2. RXN SMILES: [C:23]([O-:24])([O-:25])=[O:26].[CH3:29][C:30]#[N:31].[Cl:1][c:2]1[c:3]([NH:11][CH2:12][c:13]2[c:14]([NH:21][CH3:22])[n:15][c:16]([S:19][CH3:20])[n:17][cH:18]2)[cH:4][c:5]([N+:8](=[O:9])[O-:10])[cH:6][cH:7]1.[K+:27].[K+:28]>>[Cl:1][c:2]1[c:3]([N:11]2[CH2:12][c:13]3[c:14]([n:15][c:16]([S:19][CH3:20])[n:17][cH:18]3)[N:21]([CH3:22])[C:23]2=[O:26])[cH:4][c:5]([N+:8](=[O:9])[O-:10])[cH:6][cH:7]1. Reactants: CCCCCON=C(C(=O)OCC)c1csc(N)n1, CO, [Na+], C1CCOC1, [OH-]. The product is CCCCCON=C(C(=O)O)c1csc(N)n1. As a reaction SMILES: [CH2:1]([CH2:2][CH2:3][CH2:4][CH3:5])[O:6][N:7]=[C:8]([C:9](=[O:10])[O:11][CH2:12][CH3:13])[c:14]1[n:15][c:16]([NH2:19])[s:17][cH:18]1.[CH3:22][OH:23].[Na+:21].[O:24]1[CH2:25][CH2:26][CH2:27][CH2:28]1.[OH-:20]>>[CH2:1]([CH2:2][CH2:3][CH2:4][CH3:5])[O:6][N:7]=[C:8]([C:9](=[O:10])[OH:11])[c:14]1[n:15][c:16]([NH2:19])[s:17][cH:18]1. Starting materials: [H-].[Na+] (Sodium hydride), C(C)(C)(C)OC(NCCCCO)=O (tert-butyl-(4-hydroxybutyl)carbamate), FC1=C(C=CC(=C1)[N+](=O)[O-])N1N=C(N=C1)C (1-(2-fluoro-4-nitrophenyl)-3-methyl-1H-1,2,4-triazole). Solvent: C1CCOC1 (THF), C1CCOC1 (THF), C1CCOC1 (THF). Reaction conditions: temperature 0 celsius, time 10 minute. Yields the product CC1=NN(C=N1)C1=C(OCCCCNC(OC(C)(C)C)=O)C=C(C=C1)[N+](=O)[O-] (tert-butyl (4-(2-(3-methyl-1H-1,2,4-triazol-1-yl)-5-nitrophenoxy)butyl)carbamate). Yield: 99.4%. Reaction SMILES: [H-].[Na+].[C:3]([O:7][C:8](=[O:15])[NH:9][CH2:10][CH2:11][CH2:12][CH2:13][OH:14])([CH3:6])([CH3:5])[CH3:4].F[C:17]1[CH:22]=[C:21]([N+:23]([O-:25])=[O:24])[CH:20]=[CH:19][C:18]=1[N:26]1[CH:30]=[N:29][C:28]([CH3:31])=[N:27]1>C1COCC1>[CH3:31][C:28]1[N:29]=[CH:30][N:26]([C:18]2[CH:17]=[CH:22][C:21]([N+:23]([O-:25])=[O:24])=[CH:20][C:19]=2[O:14][CH2:13][CH2:12][CH2:11][CH2:10][NH:9][C:8](=[O:15])[O:7][C:3]([CH3:6])([CH3:4])[CH3:5])[N:27]=1 |f:0.1|. Reported procedure: Sodium hydride (0.405 g, 10.13 mmol) was suspended in THF (6 mL), and then tert-butyl-(4-hydroxybutyl)carbamate (1.278 g, 6.75 mmol) in THF (6.0 mL) was added. The reaction mixture was stirred at 0° C. for 10 min, followed by the addition of 1-(2-fluoro-4-nitrophenyl)-3-methyl-1H-1,2,4-triazole (1.0 g, 4.50 mmol) in THF (10.0 mL). The mixture was stirred at 0° C. for 1 h and then stirred for an additional 2 h at rt. The reaction was quenched with water and extracted with EtOAc three times. After... The reactants are CCOC(=O)C1(C)CCC(Cc2nc3c(-c4ccc(-c5ccccc5)nc4)cnn3c3[nH]nc(C)c23)CC1, Cl, [Li+], [OH-], O, O. Product: Cc1n[nH]c2c1c(CC1CCC(C)(C(=O)O)CC1)nc1c(-c3ccc(-c4ccccc4)nc3)cnn12. As a reaction SMILES: [CH3:1][C:2]1([C:34](=[O:35])[O:36][CH2:37][CH3:38])[CH2:3][CH2:4][CH:5]([CH2:8][c:9]2[n:10][c:11]3[n:12]([c:13]4[c:14]2[c:15]([CH3:18])[n:16][nH:17]4)[n:19][cH:20][c:21]3-[c:22]2[cH:23][n:24][c:25](-[c:28]3[cH:29][cH:30][cH:31][cH:32][cH:33]3)[cH:26][cH:27]2)[CH2:6][CH2:7]1.[ClH:42].[Li+:40].[OH-:39].[OH2:41].[OH2:43]>>[CH3:1][C:2]1([C:34](=[O:35])[OH:36])[CH2:3][CH2:4][CH:5]([CH2:8][c:9]2[n:10][c:11]3[n:12]([c:13]4[c:14]2[c:15]([CH3:18])[n:16][nH:17]4)[n:19][cH:20][c:21]3-[c:22]2[cH:23][n:24][c:25](-[c:28]3[cH:29][cH:30][cH:31][cH:32][cH:33]3)[cH:26][cH:27]2)[CH2:6][CH2:7]1. Starting materials: BrC=1C=C(C=C(C1OC)C=O)S(=O)(=O)N (3-bromo-5-formyl-4-methoxy-benzenesulfonamide), NC=1C=C(C=CC1)B(O)O (3-aminobenzene boronic acid). The product is NC=1C=C(C=CC1)C1=CC(=CC(=C1OC)C=O)S(=O)(=O)N (3′-amino-5-formyl-6-methoxy-biphenyl-3-sulfonamide). Reaction SMILES: Br[C:2]1[CH:3]=[C:4]([S:12]([NH2:15])(=[O:14])=[O:13])[CH:5]=[C:6]([CH:10]=[O:11])[C:7]=1[O:8][CH3:9].[NH2:16][C:17]1[CH:18]=[C:19](B(O)O)[CH:20]=[CH:21][CH:22]=1>>[NH2:16][C:17]1[CH:22]=[C:21]([C:2]2[C:7]([O:8][CH3:9])=[C:6]([CH:10]=[O:11])[CH:5]=[C:4]([S:12]([NH2:15])(=[O:14])=[O:13])[CH:3]=2)[CH:20]=[CH:19][CH:18]=1. Procedure: Proceeding as in Reference 19, but substituting 3-bromo-5-formyl-4-methoxy-benzenesulfonamide and 3-aminobenzene boronic acid, gave 3′-amino-5-formyl-6-methoxy-biphenyl-3-sulfonamide. Reactants: C(C)(C)(C)OC(NC1=C(C=C(C(=C1)N1CCOCC1)C(F)(F)F)NC(CC(=O)C1=CC(=CC=C1)C1=CC(=NO1)C)=O)=O ((2-{3-[3-(3-methyl-isoxazol-5-yl)-phenyl]-3-oxo-propionylamino}-5-morpholin-4-yl-4-trifluoromethyl-phenyl)-carbamic acid tert.-butyl ester), C(=O)(C(F)(F)F)O (TFA). Run in C(Cl)Cl (CH2Cl2). The product is CC1=NOC(=C1)C=1C=C(C=CC1)C1=NC2=C(NC(C1)=O)C=C(C(=C2)N2CCOCC2)C(F)(F)F (4-[3-(3-Methyl-isoxazol-5-yl)-phenyl]-7-morpholin-4-yl-8-trifluoromethyl-1,3-dihydro-benzo[b][1,4]diazepin-2-one), solid. RXN SMILES: C(OC(=O)[NH:7][C:8]1[CH:13]=[C:12]([N:14]2[CH2:19][CH2:18][O:17][CH2:16][CH2:15]2)[C:11]([C:20]([F:23])([F:22])[F:21])=[CH:10][C:9]=1[NH:24][C:25](=[O:41])[CH2:26][C:27]([C:29]1[CH:34]=[CH:33][CH:32]=[C:31]([C:35]2[O:39][N:38]=[C:37]([CH3:40])[CH:36]=2)[CH:30]=1)=O)(C)(C)C.C(O)(C(F)(F)F)=O>C(Cl)Cl>[CH3:40][C:37]1[CH:36]=[C:35]([C:31]2[CH:30]=[C:29]([C:27]3[CH2:26][C:25](=[O:41])[NH:24][C:9]4[CH:10]=[C:11]([C:20]([F:22])([F:21])[F:23])[C:12]([N:14]5[CH2:15][CH2:16][O:17][CH2:18][CH2:19]5)=[CH:13][C:8]=4[N:7]=3)[CH:34]=[CH:33][CH:32]=2)[O:39][N:38]=1. Procedure: The title compound was prepared from (2-{3-[3-(3-methyl-isoxazol-5-yl)-phenyl]-3-oxo-propionylamino}-5-morpholin-4-yl-4-trifluoromethyl-phenyl)-carbamic acid tert.-butyl ester (Example M3) by treatment with TFA in CH2Cl2 according to the general procedure N. Obtained as an off-white solid (29 mg).